Dataset: the Open Reaction Database (ORD), a public repository of structured organic reaction records. Task: describe an organic reaction: reactants, conditions, products, and yield Starting materials: OC=1C=C(C[C@H](NC(CCSC(C)=O)=O)C(=O)O)C=CC1O (3-Hydroxy-N-(3-acetylthiopropanoyl)-L-tyrosine), [OH-].[NH4+] (ammonium hydroxide). Product: OC=1C=C(C[C@H](NC(CCS)=O)C(=O)O)C=CC1O (3-Hydroxy-N-(3-mercaptopropanoyl)-L-tyrosine). As a reaction SMILES: [OH:1][C:2]1[CH:3]=[C:4]([CH:19]=[CH:20][C:21]=1[OH:22])[CH2:5][C@@H:6]([C:16]([OH:18])=[O:17])[NH:7][C:8](=[O:15])[CH2:9][CH2:10][S:11]C(=O)C.[OH-].[NH4+]>>[OH:1][C:2]1[CH:3]=[C:4]([CH:19]=[CH:20][C:21]=1[OH:22])[CH2:5][C@@H:6]([C:16]([OH:18])=[O:17])[NH:7][C:8](=[O:15])[CH2:9][CH2:10][SH:11] |f:1.2|. Procedure: 3-Hydroxy-N-(3-acetylthiopropanoyl)-L-tyrosine (280 mg.) is treated with concentrated ammonium hydroxide according to the procedure in Example 76. The crude product, 3-hydroxy-N-(3-Mercaptopropanoyl)-L-tyrosine is crystallized from acetonitrile, yield 157 mg., m.p. 89°-91°. RXN SMILES: [C:1]([O:5][C:6]([N:8]1[CH2:13][CH2:12][CH:11]([O:14][C:15]2[CH:34]=[CH:33][C:18]([NH:19][CH2:20][C:21]3[CH:30]=[C:29]4[C:24]([CH:25]=[CH:26][C:27]([C:31]#[N:32])=[CH:28]4)=[CH:23][CH:22]=3)=[CH:17][CH:16]=2)[CH2:10][CH2:9]1)=[O:7])([CH3:4])([CH3:3])[CH3:2].[CH:35]1([C:38](Cl)=[O:39])[CH2:37][CH2:36]1>>[C:1]([O:5][C:6]([N:8]1[CH2:13][CH2:12][CH:11]([O:14][C:15]2[CH:16]=[CH:17][C:18]([N:19]([CH2:20][C:21]3[CH:22]=[CH:23][C:24]4[C:29](=[CH:28][C:27]([C:31]#[N:32])=[CH:26][CH:25]=4)[CH:30]=3)[C:38]([CH:35]3[CH2:37][CH2:36]3)=[O:39])=[CH:33][CH:34]=2)[CH2:10][CH2:9]1)=[O:7])([CH3:4])([CH3:2])[CH3:3]. Reported procedure: Starting compound: 7-[[4-[(1-t-butoxycarbonyl-4-piperidyl)oxy]anilino]methyl]-2-naphthalenecarbonitrile, cyclopropanecarbonyl chloride. Yields the product C(C)(C)(C)OC(=O)N1CCC(CC1)OC1=CC=C(C=C1)N(C(=O)C1CC1)CC1=CC2=CC(=CC=C2C=C1)C#N (N-[4-[(1-t-Butoxycarbonyl-4-piperidyl)oxy]phenyl]-N-[(7-cyano-2-naphthyl)methyl]cyclopropanecarboxamide). Reactants: C(C)(C)(C)OC(=O)N1CCC(CC1)OC1=CC=C(NCC2=CC=C3C=CC(=CC3=C2)C#N)C=C1 (7-[[4-[(1-t-butoxycarbonyl-4-piperidyl)oxy]anilino]methyl]-2-naphthalenecarbonitrile), C1(CC1)C(=O)Cl (cyclopropanecarbonyl chloride). The reactants are C(C)C1=NOC(=C1)C12CCCN2CCC1 (7a-(3-ethyl-5-isoxazolyl)-hexahydro-1H-pyrrolizine), Cl (HCl). The solvent is CCOCC (Et2O), CCOCC (Et2O). Product: Cl.C(C)C1=NOC(=C1)C12CCCN2CCC1 (7a-(3-ethyl-5-isoxazolyl)-hexahydro-1H-pyrrolizine hydrochloride salt). RXN SMILES: [CH2:1]([C:3]1[CH:7]=[C:6]([C:8]23[CH2:15][CH2:14][CH2:13][N:12]2[CH2:11][CH2:10][CH2:9]3)[O:5][N:4]=1)[CH3:2].[ClH:16]>CCOCC>[ClH:16].[CH2:1]([C:3]1[CH:7]=[C:6]([C:8]23[CH2:15][CH2:14][CH2:13][N:12]2[CH2:11][CH2:10][CH2:9]3)[O:5][N:4]=1)[CH3:2] |f:3.4|. Procedure: 7a-(3-ethyl-5-isoxazolyl)-hexahydro-1H-pyrrolizine (265 mg, 1.30 mmol, from step 13b) was dissolved in Et2O, and Et2O saturated with HCl (g) was added. The solvent was removed, and the precipitate was recrystallized from methanol/ethanol to afford the title compound as a white solid: mp 139°-140° C.; 1H NMR D2O, 300 MHz) δ1.23 (t, J=7.5 Hz, 3H), 2.17-2.40 (m, 6H), 2.58-2.75 (m, 4H), 3.29-3.38 (m, 2H), 3.69-3.77 (m, 2H), 6.64 (s, 1H); MS (CI/NH3) m/z: 207 (M+H)+ ; Anal. Calcd for C12H18N2O.HCl: C... The reactants are C(C)OP(=O)(OCC)C[C@@H]1C[C@@H](NCC1)C(=O)N (cis-4-diethylphosphonomethyl-2-piperidinecarboxamide), C[Si](C)(C)I (trimethylsilyl iodide). The solvent is C(Cl)Cl (methylene chloride). Reaction conditions: time 16 hour. The product is P(=O)(O)(O)C[C@@H]1C[C@@H](NCC1)C(=O)N (cis-4-phosphonomethyl-2-piperidinecarboxamide). Reaction SMILES: C([O:3][P:4]([CH2:9][C@H:10]1[CH2:15][CH2:14][NH:13][C@@H:12]([C:16]([NH2:18])=[O:17])[CH2:11]1)([O:6]CC)=[O:5])C.C[Si](I)(C)C>C(Cl)Cl>[P:4]([CH2:9][C@H:10]1[CH2:15][CH2:14][NH:13][C@@H:12]([C:16]([NH2:18])=[O:17])[CH2:11]1)([OH:5])([OH:6])=[O:3]. Procedure details: A solution of 278 mg of cis-4-diethylphosphonomethyl-2-piperidinecarboxamide in 5 ml of methylene chloride to which is added 0.43 ml of trimethylsilyl iodide is stirred at room temperature for 16 hours. The mixture is evaporated to dryness, the residue is dissolved in water, and the solution is evaporated to dryness. A solution of the resulting solid in ethanol is treated with 0.21 ml of propylene oxide to yield cis-4-phosphonomethyl-2-piperidinecarboxamide, m.p. 295°-298° dec.